Dataset: the Open Reaction Database (ORD), a public repository of structured organic reaction records. Task: describe an organic reaction: reactants, conditions, products, and yield The reactants are Brc1ccc(Cc2c[nH]c3ncccc23)cn1, CN1CCCC1, CC(N)c1ccc(Cl)cc1. Yields the product CC(Nc1ccc(Cc2c[nH]c3ncccc23)cn1)c1ccc(Cl)cc1. Reaction SMILES: [Br:1][c:2]1[cH:3][cH:4][c:5]([CH2:8][c:9]2[cH:10][nH:11][c:12]3[n:13][cH:14][cH:15][cH:16][c:17]23)[cH:6][n:7]1.[CH3:28][N:29]1[CH2:30][CH2:31][CH2:32][CH2:33]1.[Cl:18][c:19]1[cH:20][cH:21][c:22]([CH:25]([CH3:26])[NH2:27])[cH:23][cH:24]1>>[c:2]1([NH:27][CH:25]([c:22]2[cH:21][cH:20][c:19]([Cl:18])[cH:24][cH:23]2)[CH3:26])[cH:3][cH:4][c:5]([CH2:8][c:9]2[cH:10][nH:11][c:12]3[n:13][cH:14][cH:15][cH:16][c:17]23)[cH:6][n:7]1. The reactants are C1(=CC=CC=C1)SC1=CC=CC(=N1)CO ((6-phenylthio-2-pyridyl)methanol), ClC1=C(C=CC(=C1)C(F)(F)F)NC(C(=O)O)C(C)C (2-(2-chloro-4-trifluoromethylphenylamino)-3-methylbutanoic acid). Product: ClC1=C(C=CC(=C1)C(F)(F)F)NC(C(=O)OCC1=NC(=CC=C1)SC1=CC=CC=C1)C(C)C ((6-phenylthio-2-pyridyl)methyl 2-(2-chloro-4-trifluoromethylphenylamino)-3-methylbutanoate). RXN SMILES: [C:1]1([S:7][C:8]2[N:13]=[C:12]([CH2:14][OH:15])[CH:11]=[CH:10][CH:9]=2)[CH:6]=[CH:5][CH:4]=[CH:3][CH:2]=1.[Cl:16][C:17]1[CH:22]=[C:21]([C:23]([F:26])([F:25])[F:24])[CH:20]=[CH:19][C:18]=1[NH:27][CH:28]([CH:32]([CH3:34])[CH3:33])[C:29](O)=[O:30]>>[Cl:16][C:17]1[CH:22]=[C:21]([C:23]([F:26])([F:25])[F:24])[CH:20]=[CH:19][C:18]=1[NH:27][CH:28]([CH:32]([CH3:34])[CH3:33])[C:29]([O:15][CH2:14][C:12]1[CH:11]=[CH:10][CH:9]=[C:8]([S:7][C:1]2[CH:6]=[CH:5][CH:4]=[CH:3][CH:2]=2)[N:13]=1)=[O:30]. Reported procedure: Using the procedure of Example 11, (6-phenylthio-2-pyridyl)methanol is reacted with 2-(2-chloro-4-trifluoromethylphenylamino)-3-methylbutanoic acid to yield (6-phenylthio-2-pyridyl)methyl 2-(2-chloro-4-trifluoromethylphenylamino)-3-methylbutanoate, MS m/e 494 (M+).